This data is from the Open Reaction Database (ORD), a public repository of structured organic reaction records. The task is: describe an organic reaction: reactants, conditions, products, and yield Reactants: FC1=CC=C(C=C1)C1=NC2=CC=C(C=C2N=C1N1[C@H](CCC1)C)C#N ((S)-2-(4-fluorophenyl)-3-(2-methylpyrrolidin-1-yl)quinoxaline-6-carbonitrile), O (water), N(=[N+]=[N-])[Na] (azidosodium), O (water). The reagents and catalysts are Br[Zn]Br (dibromozinc). Run in CS(=O)C (DMSO). Run at temperature 125 celsius, time 1 day. Yields the product FC1=CC=C(C=C1)C1=NC2=CC=C(C=C2N=C1N1[C@H](CCC1)C)C=1N=NNN1 ((S)-2-(4-fluorophenyl)-3-(2-methylpyrrolidin-1-yl)-6-(2H-tetrazol-5-yl)quinoxaline). Isolated yield 63.0%. As a reaction SMILES: [F:1][C:2]1[CH:7]=[CH:6][C:5]([C:8]2[C:17]([N:18]3[CH2:22][CH2:21][CH2:20][C@@H:19]3[CH3:23])=[N:16][C:15]3[C:10](=[CH:11][CH:12]=[C:13]([C:24]#[N:25])[CH:14]=3)[N:9]=2)=[CH:4][CH:3]=1.O.[N:27]([Na])=[N+:28]=[N-:29]>CS(C)=O.Br[Zn]Br>[F:1][C:2]1[CH:7]=[CH:6][C:5]([C:8]2[C:17]([N:18]3[CH2:22][CH2:21][CH2:20][C@@H:19]3[CH3:23])=[N:16][C:15]3[C:10](=[CH:11][CH:12]=[C:13]([C:24]4[N:27]=[N:28][NH:29][N:25]=4)[CH:14]=3)[N:9]=2)=[CH:4][CH:3]=1. Procedure details: To a solution of (S)-2-(4-fluorophenyl)-3-(2-methylpyrrolidin-1-yl)quinoxaline-6-carbonitrile (100 mg, 0.30 mmol) in DMSO (10 mL) was added dibromozinc (33.8 mg, 0.15 mmol), water (10 mL), azidosodium (48.8 mg, 0.75 mmol) and water (5 mL). The resulting solution was stirred for 1 days at 125° C. and then quenched by the addition of water (100 mL), extracted with dichloromethane (3×30 mL). The organic layers were combined and dried over anhydrous sodium sulfate and concentrated in vacuo to give a... The reactants are CCOC(=O)c1ncc2[nH]c3ccc(C(=O)O)cc3c2n1, CN(C)C=O, O=S(Cl)Cl. The product is CCOC(=O)c1ncc2[nH]c3ccc(C(=O)Cl)cc3c2n1. Reaction SMILES: [CH2:1]([CH3:2])[O:3][C:4](=[O:5])[c:6]1[n:7][cH:8][c:9]2[nH:10][c:11]3[cH:12][cH:13][c:14]([C:19](=[O:20])[OH:21])[cH:15][c:16]3[c:17]2[n:18]1.[CH3:22][N:23]([CH3:24])[CH:25]=[O:26].[S:27]([Cl:28])([Cl:29])=[O:30]>>[CH2:1]([CH3:2])[O:3][C:4](=[O:5])[c:6]1[n:7][cH:8][c:9]2[nH:10][c:11]3[cH:12][cH:13][c:14]([C:19](=[O:21])[Cl:29])[cH:15][c:16]3[c:17]2[n:18]1.